From a dataset of the Open Reaction Database (ORD), a public repository of structured organic reaction records. describe an organic reaction: reactants, conditions, products, and yield Starting materials: FC1=CC=C(C=C1)C(C)=O (4′-fluoroacetophenone), C(C)OC(CC1CCNCC1)=O (2-(piperidin-4-yl)-acetic acid ethyl ester), CS(=O)C (DMSO). The solvent is CCOCC (ether). Conditions: temperature 150 celsius. Product: C(C)OC(CC1CCN(CC1)C1=CC=C(C=C1)C(C)=O)=O ([1-(4-Acetyl-phenyl)-piperidin-4-yl]-acetic acid ethyl ester). As a reaction SMILES: F[C:2]1[CH:7]=[CH:6][C:5]([C:8](=[O:10])[CH3:9])=[CH:4][CH:3]=1.[CH2:11]([O:13][C:14](=[O:22])[CH2:15][CH:16]1[CH2:21][CH2:20][NH:19][CH2:18][CH2:17]1)[CH3:12].CS(C)=O>CCOCC>[CH2:11]([O:13][C:14](=[O:22])[CH2:15][CH:16]1[CH2:21][CH2:20][N:19]([C:2]2[CH:7]=[CH:6][C:5]([C:8](=[O:10])[CH3:9])=[CH:4][CH:3]=2)[CH2:18][CH2:17]1)[CH3:12]. Procedure: A microwave vial was charged with 4′-fluoroacetophenone (1.2 Ml, 10.4 mmol, 1.0 equiv) and 2-(piperidin-4-yl)-acetic acid ethyl ester (3.5 g, 20.7 mmol, 2.0 equiv) in 20 Ml DMSO. The homogeneous reaction was heated to 150° C. for 20 min. The cooled reaction was then diluted with ether and washed sequentially with saturated ammonium chloride, water, and brine. The organic extracts were then dried over sodium sulphate, filtered, and concentrated in vacuo. Purification by flash chromatography (10-4... As a reaction SMILES: [C:1]1([C:7]2[CH:12]=[CH:11][C:10]([O:13]C)=[CH:9][CH:8]=2)[CH2:6][CH2:5][CH2:4][CH2:3][CH:2]=1.Cl.N1C=CC=CC=1>O>[C:1]1([C:7]2[CH:8]=[CH:9][C:10]([OH:13])=[CH:11][CH:12]=2)[CH2:6][CH2:5][CH2:4][CH2:3][CH:2]=1 |f:1.2|. Solvent: O (water). The reactants are C1(=CCCCC1)C1=CC=C(C=C1)OC (p-(1-cyclohexenyl)-anisol), Cl.N1=CC=CC=C1 (pyridine-hydrochloride). Procedure: 56.5 Grams of p-(1-cyclohexenyl)-anisol and 125 g of pyridine-hydrochloride are thoroughly mixed and heated for 3 hours in an atmosphere of nitrogen to 180° C. The reaction mixture is cooled to room temperature, treated with water and extracted with 3 × 400 ml of benzene. The benzene extracts are washes with 3 × 300 ml of water, dried over sodium sulphate and evaporated in vacuo. The solid residue yields the crude p-(1-cyclohexenyl)-phenol (m.p. 115-119° C), which can be purified by recrystallis... The product is C1(=CCCCC1)C1=CC=C(C=C1)O (p-(1-cyclohexenyl)-phenol). Conditions: temperature 180 celsius. Reactants: O=C([O-])O, CCOC(C)=O, Cl, NC(Cc1ccc(C(F)(F)F)cc1)C(O)c1ccc(F)cc1, [Na+], O, O=C(Cl)c1ccc2ccccc2c1. Product: O=C(NC(Cc1ccc(C(F)(F)F)cc1)C(O)c1ccc(F)cc1)c1ccc2ccccc2c1. As a reaction SMILES: [C:37](=[O:38])([O-:39])[OH:40].[CH3:42][CH2:43][O:44][C:45](=[O:46])[CH3:47].[ClH:1].[F:2][c:3]1[cH:4][cH:5][c:6]([CH:9]([CH:10]([CH2:11][c:12]2[cH:13][cH:14][c:15]([C:18]([F:19])([F:20])[F:21])[cH:16][cH:17]2)[NH2:22])[OH:23])[cH:7][cH:8]1.[Na+:41].[OH2:48].[cH:24]1[c:25]([C:34](=[O:35])[Cl:36])[cH:26][cH:27][c:28]2[cH:29][cH:30][cH:31][cH:32][c:33]12>>[F:2][c:3]1[cH:4][cH:5][c:6]([CH:9]([CH:10]([CH2:11][c:12]2[cH:13][cH:14][c:15]([C:18]([F:19])([F:20])[F:21])[cH:16][cH:17]2)[NH:22][C:34]([c:25]2[cH:24][c:33]3[c:28]([cH:27][cH:26]2)[cH:29][cH:30][cH:31][cH:32]3)=[O:35])[OH:23])[cH:7][cH:8]1. The reactants are CC1=C(C(=CC(=C1)C)C)N1C(NCC1)=N (1-(2,4,6-trimethyl-phenyl)-imidazolidin-2-ylideneamine), CC(C)([O-])C.CC(C)([O-])C.CC(C)([O-])C.[Al+3] (aluminum tri-tert-butoxide), BrCC(=O)OCC (ethyl bromoacetate). Solvent: CN(C=O)C (dimethylformamide). Run at time 1 hour. Yields the product [Br-].C(C)OC(=O)CN1C(=[N+](C=C1)C1=C(C=C(C=C1C)C)C)N (3-Ethoxycarbonylmethyl-1-(2,4,6-trimethyl-phenyl)-2-aminoimidazolium bromide). As a reaction SMILES: [CH3:1][C:2]1[CH:7]=[C:6]([CH3:8])[CH:5]=[C:4]([CH3:9])[C:3]=1[N:10]1[CH2:14][CH2:13][NH:12][C:11]1=[NH:15].CC(C)([O-])C.CC(C)([O-])C.CC(C)([O-])C.[Al+3].[Br:32][CH2:33][C:34]([O:36][CH2:37][CH3:38])=[O:35]>CN(C)C=O>[Br-:32].[CH2:37]([O:36][C:34]([CH2:33][N:12]1[CH:13]=[CH:14][N+:10]([C:3]2[C:4]([CH3:9])=[CH:5][C:6]([CH3:8])=[CH:7][C:2]=2[CH3:1])=[C:11]1[NH2:15])=[O:35])[CH3:38] |f:1.2.3.4,7.8|. Reported procedure: To a mixture of 1-(2,4,6-trimethyl-phenyl)-imidazolidin-2-ylideneamine (3.00 g, 0.0148 mol) and aluminum tri-tert-butoxide (1.0 g, 0.0041 mol) in dimethylformamide (15 mL) was added ethyl bromoacetate (1.65 mL, 2.48 g, 0.00148 mol). The reaction mixture was allowed to stir at room temperature for 1 h, after which LC-MS indicated a 4:1 ratio of desired product to starting material. The reaction mixture was filtered, and the filtrate was concentrated under reduced pressure to give a pale orange-ye... The reactants are C(C)(C)(C)OC(NC1CC(CC1)O)=O ((3-hydroxycyclopentyl)-carbamic acid tert-butyl ester), COCCN(CCOC)S(F)(F)F ([bis(2-methoxyethyl)amino]sulfur trifluoride). Run in C(Cl)Cl (DCM), C(Cl)Cl (DCM). Conditions: temperature -10 celsius, time 15 minute. Product: F[C@H]1C[C@H](CC1)NC(OC(C)(C)C)=O (tert-butyl cis-3-fluorocyclopentylcarbamate). As a reaction SMILES: [C:1]([O:5][C:6](=[O:14])[NH:7][CH:8]1[CH2:12][CH2:11][CH:10](O)[CH2:9]1)([CH3:4])([CH3:3])[CH3:2].COCCN(S(F)(F)[F:25])CCOC>C(Cl)Cl>[F:25][C@@H:10]1[CH2:11][CH2:12][C@H:8]([NH:7][C:6](=[O:14])[O:5][C:1]([CH3:4])([CH3:3])[CH3:2])[CH2:9]1. Procedure: To a solution of (3-hydroxycyclopentyl)-carbamic acid tert-butyl ester (prepared as described in Tetrahedron 1999, 55, 10815-10834) (1 eq) in DCM (1 M) at −10° C. was added [bis(2-methoxyethyl)amino]sulfur trifluoride (1 eq). The reaction mixture was stirred at −10° C. for 15 min, then the reaction mixture was diluted with DCM, washed with sat. aq. NaHCO3 solution, and back-extracted with DCM (3×). The collected organic phases were dried (Na2SO4), and evaporated under reduced pressure. The crude...